Task: describe an organic reaction: reactants, conditions, products, and yield. Dataset: the Open Reaction Database (ORD), a public repository of structured organic reaction records Reactants: C1(=C(C=CC=C1)C(=O)N1CC2CNCC2C1)C1=CC=CC=C1 (Biphenyl-2-yl-(hexahydro-pyrrolo[3,4-c]pyrrol-2-yl)-methanone), ClC=1OC2=C(N1)C=CC=C2 (2-chloro-benzooxazole). The product is O1C(=NC2=C1C=CC=C2)N2CC1C(C2)CN(C1)C(=O)C1=C(C=CC=C1)C1=CC=CC=C1 ((5-Benzooxazol-2-yl-hexahydro-pyrrolo[3,4-c]pyrrol-2-yl)-biphenyl-2-yl-methanone). RXN SMILES: [C:1]1([C:17]2[CH:22]=[CH:21][CH:20]=[CH:19][CH:18]=2)[CH:6]=[CH:5][CH:4]=[CH:3][C:2]=1[C:7]([N:9]1[CH2:16][CH:15]2[CH:11]([CH2:12][NH:13][CH2:14]2)[CH2:10]1)=[O:8].Cl[C:24]1[O:25][C:26]2[CH:32]=[CH:31][CH:30]=[CH:29][C:27]=2[N:28]=1>>[O:25]1[C:26]2[CH:32]=[CH:31][CH:30]=[CH:29][C:27]=2[N:28]=[C:24]1[N:13]1[CH2:14][CH:15]2[CH2:16][N:9]([C:7]([C:2]3[CH:3]=[CH:4][CH:5]=[CH:6][C:1]=3[C:17]3[CH:22]=[CH:21][CH:20]=[CH:19][CH:18]=3)=[O:8])[CH2:10][CH:11]2[CH2:12]1. Procedure details: The title compound was prepared in a manner analogous to Example 15 utilizing Intermediate 17 and 2-chloro-benzooxazole. MS (ESI): mass calculated for C26H23N3O2, 409.49; m/z found 410.2 [M+H]+. The reactants are Br, COC(=O)N1CCC(c2cc(=O)[nH]o2)CC1C1CCCCC1. The product is O=c1cc(C2CCNC(C3CCCCC3)C2)o[nH]1. RXN SMILES: [BrH:23].[CH:1]1([CH:7]2[N:8]([C:19]([O:20][CH3:21])=[O:22])[CH2:9][CH2:10][CH:11]([c:13]3[cH:14][c:15](=[O:18])[nH:16][o:17]3)[CH2:12]2)[CH2:2][CH2:3][CH2:4][CH2:5][CH2:6]1>>[CH:1]1([CH:7]2[NH:8][CH2:9][CH2:10][CH:11]([c:13]3[cH:14][c:15](=[O:18])[nH:16][o:17]3)[CH2:12]2)[CH2:2][CH2:3][CH2:4][CH2:5][CH2:6]1.